From a dataset of the Open Reaction Database (ORD), a public repository of structured organic reaction records. describe an organic reaction: reactants, conditions, products, and yield Reactants: solution, Cl (hydrogen chloride), C(C)(C)(C)OC(=O)N[C@@H]1C(NCC(SC1)C=1SC=CC1)=O (6(R)-t-butoxycarbonylamino-5-oxo-2-(2-thienyl)perhydro-1,4-thiazepine), C(C)OCC (diethyl ether). Procedure details: 319 ml of a 4N solution of hydrogen chloride in dioxane were added to 102 g of 6(R)-t-butoxycarbonylamino-5-oxo-2-(2-thienyl)perhydro-1,4-thiazepine [prepared as described in step (c) above], and the mixture was stirred for 1 hour, with ice-cooling. 500 ml of diethyl ether were then added and the resulting crystals (a yield of 82.3 g) were collected. These crystals were suspended in a mixture of 2 liters of methylene chloride and 0.1 liter of methanol, and a solution of 70 g of potassium carbona... Reaction SMILES: Cl.C(OC([NH:9][C@H:10]1[CH2:16][S:15][CH:14]([C:17]2[S:18][CH:19]=[CH:20][CH:21]=2)[CH2:13][NH:12][C:11]1=[O:22])=O)(C)(C)C.C(OCC)C>O1CCOCC1>[NH2:9][C@H:10]1[CH2:16][S:15][CH:14]([C:17]2[S:18][CH:19]=[CH:20][CH:21]=2)[CH2:13][NH:12][C:11]1=[O:22]. Solvent: O1CCOCC1 (dioxane). Reaction conditions: time 1 hour. Yields the product 19.1, N[C@@H]1C(NCC(SC1)C=1SC=CC1)=O (6(R)-Amino-5-oxo-2-(2-thienyl)perhydro-1,4-thiazepine). The reactants are O=S(=O)(Cl)c1ccc(Br)cc1, CN1CCOCC1, CN1CCNCC1, ClCCl. Product: CN1CCN(S(=O)(=O)c2ccc(Br)cc2)CC1. Reaction SMILES: [Br:15][c:16]1[cH:17][cH:18][c:19]([S:22](=[O:23])(=[O:24])[Cl:25])[cH:20][cH:21]1.[CH3:1][N:2]1[CH2:3][CH2:4][O:5][CH2:6][CH2:7]1.[CH3:8][N:9]1[CH2:10][CH2:11][NH:12][CH2:13][CH2:14]1.[Cl:26][CH2:27][Cl:28]>>[CH3:8][N:9]1[CH2:10][CH2:11][N:12]([S:22]([c:19]2[cH:18][cH:17][c:16]([Br:15])[cH:21][cH:20]2)(=[O:23])=[O:24])[CH2:13][CH2:14]1. Starting materials: CCN(c1ccccc1)S(=O)(=O)c1ccc(-n2[nH]c(C)c(Cc3cccnc3)c2=O)nc1, COCc1cccc(CO)c1, CO, CCOCC, Cl, BrP(Br)Br. Product: COCc1cccc(CBr)c1. Reaction SMILES: [CH2:2]([N:3]([c:4]1[cH:5][cH:6][cH:7][cH:8][cH:9]1)[S:10]([c:11]1[cH:12][n:13][c:14](-[n:15]2[c:16](=[O:17])[c:18]([CH2:19][c:20]3[cH:21][n:22][cH:23][cH:24][cH:25]3)[c:26]([CH3:27])[nH:28]2)[cH:29][cH:30]1)(=[O:31])=[O:32])[CH3:33].[CH3:34][O:35][CH2:36][c:37]1[cH:38][c:39]([CH2:43][OH:44])[cH:40][cH:41][cH:42]1.[CH3:49][OH:50].[CH3:51][CH2:52][O:53][CH2:54][CH3:55].[ClH:1].[P:45]([Br:46])([Br:47])[Br:48]>>[CH3:34][O:35][CH2:36][c:37]1[cH:38][c:39]([CH2:43][Br:46])[cH:40][cH:41][cH:42]1. Reactants: Br, Cl, Nc1nc(-c2cc(F)cc(C(F)(F)F)c2)cs1, Cc1ccc(S(=O)(=O)Cl)cc1, c1ccncc1. Yields the product Cc1ccc(S(=O)(=O)Nc2nc(-c3cc(F)cc(C(F)(F)F)c3)cs2)cc1. RXN SMILES: [BrH:1].[ClH:30].[F:2][c:3]1[cH:4][c:5](-[c:13]2[n:14][c:15]([NH2:18])[s:16][cH:17]2)[cH:6][c:7]([C:9]([F:10])([F:11])[F:12])[cH:8]1.[c:19]1([CH3:29])[cH:20][cH:21][c:22]([S:25](=[O:26])(=[O:27])[Cl:28])[cH:23][cH:24]1.[cH:31]1[cH:32][cH:33][n:34][cH:35][cH:36]1>>[F:2][c:3]1[cH:4][c:5](-[c:13]2[n:14][c:15]([NH:18][S:25]([c:22]3[cH:21][cH:20][c:19]([CH3:29])[cH:24][cH:23]3)(=[O:26])=[O:27])[s:16][cH:17]2)[cH:6][c:7]([C:9]([F:10])([F:11])[F:12])[cH:8]1.